From a dataset of the Open Reaction Database (ORD), a public repository of structured organic reaction records. describe an organic reaction: reactants, conditions, products, and yield Reactants: ClC1=NC=C(C=N1)F (2-chloro-5-fluoropyrimidine), C(=O)([O-])[O-].[Na+].[Na+] (Na2CO3), C(=O)C1=CC=C(C=C1)B(O)O (4-formylphenylboronic acid). The reagents and catalysts are C1=CC=C(C=C1)P(CCCCP(C2=CC=CC=C2)C3=CC=CC=C3)C4=CC=CC=C4.Cl[Pd]Cl ([1,4-bis(diphenylphosphino)butane]palladium(II) dichloride). Solvent: C1(=CC=CC=C1)C (toluene), C(C)O (ethanol), C(C)(=O)OCC (ethyl acetate). The product is FC=1C=NC(=NC1)C1=CC=C(C=O)C=C1 (4-(5-Fluoro-2-pyrimidinyl)benzaldehyde). The yield is 51.7%. Reaction SMILES: C([O-])([O-])=O.[Na+].[Na+].[CH:7]([C:9]1[CH:14]=[CH:13][C:12](B(O)O)=[CH:11][CH:10]=1)=[O:8].Cl[C:19]1[N:24]=[CH:23][C:22]([F:25])=[CH:21][N:20]=1>C(O)C.C1(C)C=CC=CC=1.C(OCC)(=O)C.C1C=CC(P(C2C=CC=CC=2)CCCCP(C2C=CC=CC=2)C2C=CC=CC=2)=CC=1.Cl[Pd]Cl>[F:25][C:22]1[CH:21]=[N:20][C:19]([C:12]2[CH:13]=[CH:14][C:9]([CH:7]=[O:8])=[CH:10][CH:11]=2)=[N:24][CH:23]=1 |f:0.1.2,8.9|. Procedure details: A suspension of 2M aq. Na2CO3 (7 mL) and 4-formylphenylboronic acid (1.35 g, 9.0 mmol) in ethanol (4 mL) was added to a solution of 2-chloro-5-fluoropyrimidine (922 mg, 7.0 mmol, prepared as described in Org. Prep. Proc. Int. 1995, 27, 600), and [1,4-bis(diphenylphosphino)butane]palladium(II) dichloride (0.209 g, 0.35 mmol) in toluene (15 mL). The reaction mixture was heated to reflux for 6 h, cooled to room temperature, diluted with ethyl acetate, washed with sat. aq. NaHCO3 and brine, dried wi... Starting materials: O (water), C1(=CC=CC=C1)[C@@H](C)N1C[C@H](CC1)CO ({(3S)-1-[(1R)-1-phenylethyl]pyrrolidin-3-yl}methanol), N1C=NC=C1 (imidazole), C(C)(C)(C)[Si](Cl)(C)C (tert-butyldimethylchlorosilane). Solvent: CN(C=O)C (N,N-dimethylformamide). Reaction conditions: time 8 hour. Product: [Si](C)(C)(C(C)(C)C)OC[C@@H]1CN(CC1)[C@H](C)C1=CC=CC=C1 ((3S)-3-({[tert-butyl(dimethyl)silyl]oxy}methyl)-1-[(1R)-1-phenylethyl]pyrrolidine). Isolated yield 86.3%. RXN SMILES: [C:1]1([C@H:7]([N:9]2[CH2:13][CH2:12][C@H:11]([CH2:14][OH:15])[CH2:10]2)[CH3:8])[CH:6]=[CH:5][CH:4]=[CH:3][CH:2]=1.N1C=CN=C1.[C:21]([Si:25]([CH3:28])([CH3:27])Cl)([CH3:24])([CH3:23])[CH3:22].O>CN(C)C=O>[Si:25]([O:15][CH2:14][C@H:11]1[CH2:12][CH2:13][N:9]([C@@H:7]([C:1]2[CH:2]=[CH:3][CH:4]=[CH:5][CH:6]=2)[CH3:8])[CH2:10]1)([C:21]([CH3:24])([CH3:23])[CH3:22])([CH3:28])[CH3:27]. Procedure: To a solution of {(3S)-1-[(1R)-1-phenylethyl]pyrrolidin-3-yl}methanol (6.62 g, 32 mmol) and imidazole (4.77 g, 70 mmol) in N,N-dimethylformamide (90 ml) was added tert-butyldimethylchlorosilane (5.28 g, 35 mmol) at 0° C. and the resulting mixture was warmed to room temperature. The reaction mixture was stirred overnight and poured into water. Extraction with ethyl acetate was performed. The organic layer was washed with brine and dried over anhydrous sodium sulfate. The solution was concentrated... The reactants are [Cu](C#N)C#N (copper cyanide), [C-]#N.[Na+] (sodium cyanide), N(=O)[O-].[Na+] (sodium nitrite), Cl (HCl), COC=1C(=CC(=C(N)C1)C)[N+](=O)[O-] (5-methoxy-2-methyl-4-nitroaniline). Run in O (water), O (water), CCOC(=O)C (EtOAc), O (water), CC(=O)C (acetone), O (water). Conditions: temperature 0 celsius, time 30 minute. Yields the product COC=1C(=CC(=C(C#N)C1)C)[N+](=O)[O-] (5-methoxy-2-methyl-4-nitrobenzonitrile). The yield is 89.7%. As a reaction SMILES: [CH3:1][O:2][C:3]1[C:4]([N+:11]([O-:13])=[O:12])=[CH:5][C:6]([CH3:10])=[C:7]([CH:9]=1)N.Cl.N([O-])=O.[Na+].[Cu](C#N)[C:20]#[N:21].[C-]#N.[Na+]>CC(C)=O.O.CCOC(C)=O>[CH3:1][O:2][C:3]1[C:4]([N+:11]([O-:13])=[O:12])=[CH:5][C:6]([CH3:10])=[C:7]([CH:9]=1)[C:20]#[N:21] |f:2.3,5.6|. Procedure: To 5-methoxy-2-methyl-4-nitroaniline (4.9 g, 26.8 mmol) in a mixture of acetone (17.5 mL) and water (19 mL) at 0° C. was added conc. HCl (5.6 mL). A solution of sodium nitrite (2.25 g, 32.6 mmol) in water (7.5 mL) was added dropwise and the mixture was allowed to stir at 0° C. for 30 min. The mixture was then added dropwise to a mixture of copper cyanide (3.75 g, 42 mmol) and sodium cyanide (5.5 g, 112 mmol) in water (25 mL) and EtOAc (12.5 mL). The mixture was allowed to stir at RT for 2 h and ... Reactants: ONC(C)=O (N-hydroxyacetamide), CC(C)([O-])C.[K+] (potassium tert-butoxide), CN(C)C=O (DMF), N[C@H](CNC=1SC(=CN1)C=1C=CC(=C(C#N)C1)F)CC1=CC=C(C=C1)C(F)(F)F (5-(2-((S)-2-amino-3-(4-(trifluoromethyl)phenyl)-propylamino)thiazol-5-yl)-2-fluorobenzonitrile), CN(C)C=O (DMF). Run in CCOC(=O)C (EtOAc). Reaction conditions: time 30 minute. Yields the product N[C@H](CNC=1SC(=CN1)C=1C=CC2=C(C(=NO2)N)C1)CC1=CC=C(C=C1)C(F)(F)F (5-(2-((S)-2-amino-3-(4-(trifluoromethyl)phenyl)-propylamino)thiazol-5-yl)benzo[d]isoxazol-3-amine). Yield: 20.0%. RXN SMILES: [OH:1][NH:2][C:3](=O)[CH3:4].CC(C)([O-])C.[K+].[NH2:12][C@@H:13]([CH2:30][C:31]1[CH:36]=[CH:35][C:34]([C:37]([F:40])([F:39])[F:38])=[CH:33][CH:32]=1)[CH2:14][NH:15][C:16]1[S:17][C:18]([C:21]2[CH:22]=C[C:24](F)=[C:25]([CH:28]=2)C#N)=[CH:19][N:20]=1.C[N:42](C=O)C>CCOC(C)=O>[NH2:12][C@@H:13]([CH2:30][C:31]1[CH:36]=[CH:35][C:34]([C:37]([F:39])([F:40])[F:38])=[CH:33][CH:32]=1)[CH2:14][NH:15][C:16]1[S:17][C:18]([C:21]2[CH:28]=[CH:25][C:24]3[O:1][N:2]=[C:3]([NH2:42])[C:4]=3[CH:22]=2)=[CH:19][N:20]=1 |f:1.2|. Reported procedure: To a solution of N-hydroxyacetamide (0.02 g, 0.3 mmol) in 1.5 mL of DMF, was added potassium tert-butoxide (1.0 M in THF (0.3 mL, 0.3 mmol)). The mixture was stirred for 30 minutes and then 5-(2-((S)-2-amino-3-(4-(trifluoromethyl)phenyl)-propylamino)thiazol-5-yl)-2-fluorobenzonitrile (0.086 g, 0.2 mmol) was added in 1.5 mL of DMF. The mixture was stirred for 12 hours and was then diluted with 20 mL of EtOAc. The organic layer was washed with 10 mL of brine and was then dried over MgSO4. Filtrati... The reactants are O=C1C(CCCC1)CC(=O)O ((2-oxocyclohex-1-yl)acetic acid), C1(=CC=CC=C1)C(=O)C(O)C1=CC=CC=C1 (benzoin), ClCCl (dichloromethane), Cl.C(C)N=C=NCCCN(C)C (1-ethyl-3-(3'-dimethylaminopropyl)-carbodiimide hydrochloride), C1(=CC=CC=C1)C(=O)C(O)C1=CC=CC=C1 (benzoin). Reagents/catalysts: CN(C1=CC=NC=C1)C (4-dimethylaminopyridine). RXN SMILES: [O:1]=[C:2]1[CH2:7][CH2:6][CH2:5][CH2:4][CH:3]1[CH2:8][C:9]([OH:11])=[O:10].[C:12]1([C:18]([CH:20]([C:22]2[CH:27]=[CH:26][CH:25]=[CH:24][CH:23]=2)O)=[O:19])[CH:17]=[CH:16][CH:15]=[CH:14][CH:13]=1.ClCCl.Cl.C(N=C=NCCCN(C)C)C>CN(C)C1C=CN=CC=1.CN(C)C=O>[O:1]=[C:2]1[CH2:7][CH2:6][CH2:5][CH2:4][CH:3]1[CH2:8][C:9]([O:11][CH:20]([C:22]1[CH:27]=[CH:26][CH:25]=[CH:24][CH:23]=1)[C:18]([C:12]1[CH:17]=[CH:16][CH:15]=[CH:14][CH:13]=1)=[O:19])=[O:10] |f:3.4|. Solvent: CN(C=O)C (N,N-dimethylformamide), ice water. Procedure: To a mixture of (2-oxocyclohex-1-yl)acetic acid (5.6 g), benzoin (7.4 g), 4-dimethylaminopyridine (0.42 g) and dichloromethane (60 ml), 1-ethyl-3-(3'-dimethylaminopropyl)-carbodiimide hydrochloride (8.7 g) was added in ice-water bath. After the reaction mixture was raised to room temperature, N,N-dimethylformamide (10 ml) was added to dissolve benzoin and stirred overnight. After usual workup, 1,2-diphenyl-2-oxoethyl (2-oxocyclohex-1-yl)acetate (15.5 g) was obtained as a crude solid. Yield: 126.9%. The product is O=C1C(CCCC1)CC(=O)OC(C(=O)C1=CC=CC=C1)C1=CC=CC=C1 (1,2-diphenyl-2-oxoethyl (2-oxocyclohex-1-yl)acetate). Reaction conditions: time 8 hour. Starting materials: ICC (Iodoethane), C(CCC)(=O)C1=CC=C(C=C1)NC(C)=O (N-(4-butyrylphenyl)acetamide), [Li+].CC(C)[N-]C(C)C (LDA). Solvent: C1CCOC1 (THF), C1CCOC1 (THF). Reaction conditions: temperature -78 celsius, time 1 hour. The product is C(C)C(C(=O)C1=CC=C(C=C1)NC(C)=O)CC (N-(4-(2-ethylbutanoyl)phenyl)acetamide). As a reaction SMILES: [C:1]([C:6]1[CH:11]=[CH:10][C:9]([NH:12][C:13](=[O:15])[CH3:14])=[CH:8][CH:7]=1)(=[O:5])[CH2:2][CH2:3][CH3:4].[Li+].[CH3:17][CH:18]([N-]C(C)C)C.ICC>C1COCC1>[CH2:3]([CH:2]([CH2:17][CH3:18])[C:1]([C:6]1[CH:11]=[CH:10][C:9]([NH:12][C:13](=[O:15])[CH3:14])=[CH:8][CH:7]=1)=[O:5])[CH3:4] |f:1.2|. Procedure details: To a solution of N-(4-butyrylphenyl)acetamide (3 g, 14.6 mmol) in THF (300 mL) was added 2.0 M LDA in THF (18.3 mL) at −78° C. and then the reaction mixture was stirred for 1 h at −78° C. Iodoethane was added and stirred overnight at RT. The reaction mixture was quenched with sat. aq. NH4Cl and then extracted with ethyl acetate. The combined organic layers were dried over MgSO4, filtered and then concentrated. The crude product was purified by preparative TLC using 50% ethyl acetate in hexane as...